Dataset: the Open Reaction Database (ORD), a public repository of structured organic reaction records. Task: describe an organic reaction: reactants, conditions, products, and yield Starting materials: aqueous solution, OP(=O)(O)[O-].[Na+] (sodium phosphate monobasic), C1(CC1)C=1NC(=C(N1)C1=CC=C(C(=N1)N)[N+](=O)[O-])C1=C(C=C(C=C1)F)F (6-[2-Cyclopropyl-5-(2,4-difluorophenyl)-1H-imidazol-4-yl]-3-nitro-pyridin-2-amine), OS(=O)(=O)O (H2SO4), N(=O)[O-].[Na+] (sodium nitrite), [OH-].[Na+] (NaOH). Run in O (water), CS(=O)C (dimethyl sulfoxide). Conditions: temperature 0 celsius, time 30 minute. The product is C1(CC1)C=1NC(=C(N1)C1=CC=C(C(=N1)O)[N+](=O)[O-])C1=C(C=C(C=C1)F)F (6-[2-Cyclopropyl-5-(2,4-difluorophenyl)-1H-imidazol-4-yl]-3-nitro-pyridin-2-ol). Isolated yield 82.0%. As a reaction SMILES: [CH:1]1([C:4]2[NH:5][C:6]([C:19]3[CH:24]=[CH:23][C:22]([F:25])=[CH:21][C:20]=3[F:26])=[C:7]([C:9]3[N:14]=[C:13](N)[C:12]([N+:16]([O-:18])=[O:17])=[CH:11][CH:10]=3)[N:8]=2)[CH2:3][CH2:2]1.[OH:27]S(O)(=O)=O.N([O-])=O.[Na+].OP([O-])(O)=O.[Na+].[OH-].[Na+]>CS(C)=O.O>[CH:1]1([C:4]2[NH:5][C:6]([C:19]3[CH:24]=[CH:23][C:22]([F:25])=[CH:21][C:20]=3[F:26])=[C:7]([C:9]3[N:14]=[C:13]([OH:27])[C:12]([N+:16]([O-:18])=[O:17])=[CH:11][CH:10]=3)[N:8]=2)[CH2:3][CH2:2]1 |f:2.3,4.5,6.7|. Reported procedure: 6-[2-Cyclopropyl-5-(2,4-difluorophenyl)-1H-imidazol-4-yl]-3-nitro-pyridin-2-amine (5.51 g, 15.41 mmol) is suspended in dimethyl sulfoxide (DMSO, 32 mL), water (25 mL), and concentrated H2SO4 (6 mL). The suspension is cooled at 0° C. and sodium nitrite (2.13 g, 30.81 mmol) is added portionwise at such a rate that the temperature is maintained below 5° C. The mixture is stirred at 0° C. for 30 min, and then is allowed to warm to RT, and is stirred until liquid chromatography/mass spectrometry (LC/... Reactants: COC(OC)c1ccc([N+](=O)[O-])c(Nc2nc(-c3cccc(C(F)(F)F)c3)c(C(N)=O)s2)c1, CC#N, Cl, O. The product is NC(=O)c1sc(Nc2cc(C=O)ccc2[N+](=O)[O-])nc1-c1cccc(C(F)(F)F)c1. Reaction SMILES: [CH3:1][O:2][CH:3]([c:4]1[cH:5][cH:6][c:7]([N+:29](=[O:30])[O-:31])[c:8]([NH:10][c:11]2[s:12][c:13]([C:26](=[O:27])[NH2:28])[c:14](-[c:16]3[cH:17][c:18]([C:22]([F:23])([F:24])[F:25])[cH:19][cH:20][cH:21]3)[n:15]2)[cH:9]1)[O:32][CH3:33].[CH3:34][C:35]#[N:36].[ClH:37].[OH2:38]>>[O:2]=[CH:3][c:4]1[cH:5][cH:6][c:7]([N+:29](=[O:30])[O-:31])[c:8]([NH:10][c:11]2[s:12][c:13]([C:26](=[O:27])[NH2:28])[c:14](-[c:16]3[cH:17][c:18]([C:22]([F:23])([F:24])[F:25])[cH:19][cH:20][cH:21]3)[n:15]2)[cH:9]1. Reactants: COC(=O)C1CN(Cc2ccc(C#N)cc2)C1, O=C([O-])O, CO, Cl, NO, [Na+]. Product: COC(=O)C1CN(Cc2ccc(C(N)=NO)cc2)C1. Reaction SMILES: [C:1](#[N:2])[c:3]1[cH:4][cH:5][c:6]([CH2:7][N:8]2[CH2:9][CH:10]([C:12](=[O:13])[O:14][CH3:15])[CH2:11]2)[cH:16][cH:17]1.[C:21](=[O:22])([OH:23])[O-:24].[CH3:26][OH:27].[ClH:18].[NH2:19][OH:20].[Na+:25]>>[C:1]([NH2:2])([c:3]1[cH:4][cH:5][c:6]([CH2:7][N:8]2[CH2:9][CH:10]([C:12](=[O:13])[O:14][CH3:15])[CH2:11]2)[cH:16][cH:17]1)=[N:19][OH:20]. Reactants: COC1=CC(=C(C(=C1)C)S(=O)(=O)N(C)CC1=CC(=CO1)C(=O)O)C (5-({[(4-Methoxy-2,6-dimethylphenyl)sulfonyl](methyl)amino}methyl)furan-3-carboxylic acid), NCCC1=CC=C(CNCC(C)C)C=C1 (N-[4-(2-aminoethyl)benzyl]-2-methylpropan-1-amine), C1=CN(C=N1)C(=O)N2C=CN=C2 (CDI), CCN(C(C)C)C(C)C (DIPEA). Run in ClCCCl (DCE). Product: COC1=CC(=C(C(=C1)C)S(=O)(=O)N(C)CC1=CC(=CO1)C(=O)NCCC1=CC=C(C=C1)CNCC(C)C)C (5-({[(4-methoxy-2,6-dimethylphenyl)sulfonyl](methyl)amino}methyl)-N-[2-(4-{[(2-methylpropyl)amino]methyl}phenyl)ethyl]furan-3-carboxamide). Reaction SMILES: [CH3:1][O:2][C:3]1[CH:8]=[C:7]([CH3:9])[C:6]([S:10]([N:13]([CH2:15][C:16]2[O:20][CH:19]=[C:18]([C:21](O)=[O:22])[CH:17]=2)[CH3:14])(=[O:12])=[O:11])=[C:5]([CH3:24])[CH:4]=1.C1N=CN(C(N2C=NC=C2)=O)C=1.CCN(C(C)C)C(C)C.[NH2:46][CH2:47][CH2:48][C:49]1[CH:60]=[CH:59][C:52]([CH2:53][NH:54][CH2:55][CH:56]([CH3:58])[CH3:57])=[CH:51][CH:50]=1>ClCCCl>[CH3:1][O:2][C:3]1[CH:8]=[C:7]([CH3:9])[C:6]([S:10]([N:13]([CH2:15][C:16]2[O:20][CH:19]=[C:18]([C:21]([NH:46][CH2:47][CH2:48][C:49]3[CH:60]=[CH:59][C:52]([CH2:53][NH:54][CH2:55][CH:56]([CH3:58])[CH3:57])=[CH:51][CH:50]=3)=[O:22])[CH:17]=2)[CH3:14])(=[O:11])=[O:12])=[C:5]([CH3:24])[CH:4]=1. Procedure: The title compound was prepared according to general procedure AA using 5-({[(4-Methoxy-2,6-dimethylphenyl)sulfonyl](methyl)amino}methyl)furan-3-carboxylic acid (60 mg, 0.15 mmol), CDI (46 mg, 0.27 mmol), DIPEA (0.134 mL, 0.76 mmol) and N-[4-(2-aminoethyl)benzyl]-2-methylpropan-1-amine (40 mg, 0.14 mmol) in DCE (1 mL). A portion of the crude product was purified using prep method A. Product: COC(=O)NC(=S)NC1=CC=CC=C1N (Methyl 4-(o-aminophenyl)-3-thioallophanate). Starting materials: COC(=O)N=C=S (methoxycarbonyl isothiocyanate), C1(=C(C=CC=C1)N)N (o-phenylenediamine). Reported procedure: Methyl 4-(o-aminophenyl)-3-thioallophanate is prepared by dissolving 11.7 parts of methoxycarbonyl isothiocyanate in 50 parts of benzene and adding this to 10.8 parts of o-phenylenediamine in 200 parts of benzene at 10°-15° C. After stirring for 1 hour at room temperature, 13.7 parts of methyl 4-(aminophenyl)-3-thioallophanate is recovered by filtration, m.p. 187° C.(D). The solvent is C1=CC=CC=C1 (benzene), C1=CC=CC=C1 (benzene). RXN SMILES: [CH3:1][O:2][C:3]([N:5]=[C:6]=[S:7])=[O:4].[C:8]1([NH2:15])[CH:13]=[CH:12][CH:11]=[CH:10][C:9]=1[NH2:14]>C1C=CC=CC=1>[CH3:1][O:2][C:3]([NH:5][C:6]([NH:14][C:9]1[C:8]([NH2:15])=[CH:13][CH:12]=[CH:11][CH:10]=1)=[S:7])=[O:4]. Reaction conditions: time 1 hour. The reactants are O=C1CC(OC(=O)c2ccccc2)CO1, C1CCOC1, Cc1ccccc1, CC(C)[Al+]C(C)C, [H-]. Product: O=CCC(CO)OC(=O)c1ccccc1. As a reaction SMILES: [C:1]([c:2]1[cH:3][cH:4][cH:5][cH:6][cH:7]1)(=[O:8])[O:9][CH:10]1[CH2:11][C:12](=[O:13])[O:14][CH2:15]1.[CH2:24]1[O:25][CH2:26][CH2:27][CH2:28]1.[CH3:29][c:30]1[cH:31][cH:32][cH:33][cH:34][cH:35]1.[CH:17]([Al+:18][CH:19]([CH3:20])[CH3:21])([CH3:22])[CH3:23].[H-:16]>>[C:1]([c:2]1[cH:3][cH:4][cH:5][cH:6][cH:7]1)(=[O:8])[O:9][CH:10]([CH2:11][CH:12]=[O:13])[CH2:15][OH:14].